This data is from the Open Reaction Database (ORD), a public repository of structured organic reaction records. The task is: describe an organic reaction: reactants, conditions, products, and yield Procedure: To a solution of (S)-methyl 2-(2,4-difluorophenyl)-3-(2-methylpiperidin-1-yl)quinoxaline-6-carboxylate (100 mg, 0.25 mmol) in methanol (30 mL) and water (1.0 mL) was added sodium hydroxide (40 mg, 1.00 mmol) with stirring overnight at room temperature. The reaction mixture was concentrated in vacuo, dissolved in water (10 mL) and adjusted to pH 5 with HCl (3N). The solids were collected by filtration to afford (S)-2-(2,4-difluorophenyl)-3-(2-methylpiperidin-1-yl)quinoxaline-6-carboxylic acid as ... Conditions: time 8 hour. Reaction SMILES: [F:1][C:2]1[CH:7]=[C:6]([F:8])[CH:5]=[CH:4][C:3]=1[C:9]1[C:18]([N:19]2[CH2:24][CH2:23][CH2:22][CH2:21][C@@H:20]2[CH3:25])=[N:17][C:16]2[C:11](=[CH:12][CH:13]=[C:14]([C:26]([O:28]C)=[O:27])[CH:15]=2)[N:10]=1.[OH-].[Na+]>CO.O>[F:1][C:2]1[CH:7]=[C:6]([F:8])[CH:5]=[CH:4][C:3]=1[C:9]1[C:18]([N:19]2[CH2:24][CH2:23][CH2:22][CH2:21][C@@H:20]2[CH3:25])=[N:17][C:16]2[C:11](=[CH:12][CH:13]=[C:14]([C:26]([OH:28])=[O:27])[CH:15]=2)[N:10]=1 |f:1.2|. Yields the product FC1=C(C=CC(=C1)F)C1=NC2=CC=C(C=C2N=C1N1[C@H](CCCC1)C)C(=O)O ((S)-2-(2,4-difluorophenyl)-3-(2-methylpiperidin-1-yl)quinoxaline-6-carboxylic acid). Isolated yield 57.9%. Run in CO (methanol), O (water). Reactants: FC1=C(C=CC(=C1)F)C1=NC2=CC=C(C=C2N=C1N1[C@H](CCCC1)C)C(=O)OC ((S)-methyl 2-(2,4-difluorophenyl)-3-(2-methylpiperidin-1-yl)quinoxaline-6-carboxylate), [OH-].[Na+] (sodium hydroxide). The reactants are CCOc1cc(C(C)(C)C)ccc1C1=NC(c2ccc(F)cc2)C(c2ccc(F)cc2)N1C(=O)Cl, O=C1CNCCN1. Yields the product CCOc1cc(C(C)(C)C)ccc1C1=NC(c2ccc(F)cc2)C(c2ccc(F)cc2)N1C(=O)N1CCNC(=O)C1, Cl. RXN SMILES: [C:1]([CH3:2])([CH3:3])([CH3:4])[c:5]1[cH:6][c:7]([O:33][CH2:34][CH3:35])[c:8]([C:11]2=[N:15][CH:14]([c:16]3[cH:17][cH:18][c:19]([F:22])[cH:20][cH:21]3)[CH:13]([c:23]3[cH:24][cH:25][c:26]([F:29])[cH:27][cH:28]3)[N:12]2[C:30](=[O:31])[Cl:32])[cH:9][cH:10]1.[NH:36]1[C:37](=[O:42])[CH2:38][NH:39][CH2:40][CH2:41]1>>[C:1]([CH3:2])([CH3:3])([CH3:4])[c:5]1[cH:6][c:7]([O:33][CH2:34][CH3:35])[c:8]([C:11]2=[N:15][CH:14]([c:16]3[cH:17][cH:18][c:19]([F:22])[cH:20][cH:21]3)[CH:13]([c:23]3[cH:24][cH:25][c:26]([F:29])[cH:27][cH:28]3)[N:12]2[C:30](=[O:31])[N:39]2[CH2:38][C:37](=[O:42])[NH:36][CH2:41][CH2:40]2)[cH:9][cH:10]1.[ClH:32]. The product is BrC1=C(C2=CC=C(C(=C2C=C1)C(F)(F)F)OC)C(=O)NC(=O)OCC (2-Bromo-N-(ethoxycarbonyl)-6-methoxy-5-(trifluoromethyl)-1-naphthalenecarboxamide), solid. Procedure: According to the procedure of O. Mitsunobu et al, Bull. Chem. Soc., Japan, 45, 3607 (1972), a solution of 2-bromo-6-methoxy-5-trifluoromethyl-1-naphthoic acid (4.50 g, 12.9 mmol, prepared by the process of Step 2, Example (11), and ethoxycarbonyl-t-butylcarbodiimide (2.40 g, 14.1 mmol) in dry tetrahydrofuran (80 mL) was heated to reflux under a dry nitrogen atmosphere for 21/3 hours. The THF was removed and the residue was dissolved in chloroform and the solvent evaporated. The resultant solid w... Isolated yield 85.0%. Starting materials: BrC1=C(C2=CC=C(C(=C2C=C1)C(F)(F)F)OC)C(=O)O (2-bromo-6-methoxy-5-trifluoromethyl-1-naphthoic acid), C(C)OC(=O)N=C=NC(C)(C)C (ethoxycarbonyl-t-butylcarbodiimide), O1CCCC1 (tetrahydrofuran). Reaction SMILES: [Br:1][C:2]1[CH:11]=[CH:10][C:9]2[C:4](=[CH:5][CH:6]=[C:7]([O:16][CH3:17])[C:8]=2[C:12]([F:15])([F:14])[F:13])[C:3]=1C(O)=O.[CH2:21]([O:23][C:24]([N:26]=[C:27]=NC(C)(C)C)=[O:25])[CH3:22].[O:33]1CCCC1>>[Br:1][C:2]1[CH:11]=[CH:10][C:9]2[C:4](=[CH:5][CH:6]=[C:7]([O:16][CH3:17])[C:8]=2[C:12]([F:14])([F:13])[F:15])[C:3]=1[C:27]([NH:26][C:24]([O:23][CH2:21][CH3:22])=[O:25])=[O:33].